This data is from the Open Reaction Database (ORD), a public repository of structured organic reaction records. The task is: describe an organic reaction: reactants, conditions, products, and yield Starting materials: CCOC(=O)C(C)(O)C(=O)O, COCCN1C(=O)C(N)c2ccccc2-c2ccccc21. Product: CCOC(=O)C(C)(O)C(=O)NC1C(=O)N(CCOC)c2ccccc2-c2ccccc21. RXN SMILES: [CH2:22]([CH3:23])[O:24][C:25]([C:26]([C:27](=[O:28])[OH:29])([CH3:30])[OH:31])=[O:32].[NH2:1][CH:2]1[c:3]2[c:4]([cH:18][cH:19][cH:20][cH:21]2)-[c:5]2[c:6]([cH:14][cH:15][cH:16][cH:17]2)[N:7]([CH2:10][CH2:11][O:12][CH3:13])[C:8]1=[O:9]>>[NH:1]([CH:2]1[c:3]2[c:4]([cH:18][cH:19][cH:20][cH:21]2)-[c:5]2[c:6]([cH:14][cH:15][cH:16][cH:17]2)[N:7]([CH2:10][CH2:11][O:12][CH3:13])[C:8]1=[O:9])[C:27]([C:26]([C:25]([O:24][CH2:22][CH3:23])=[O:32])([CH3:30])[OH:31])=[O:28].